Dataset: the Open Reaction Database (ORD), a public repository of structured organic reaction records. Task: describe an organic reaction: reactants, conditions, products, and yield The reactants are [Al+3], C1CCOC1, [H-], [H-], [H-], [H-], [Li+], N#Cc1ccc(N)c(Cl)c1, [Na+], [OH-]. The product is NCc1ccc(N)c(Cl)c1. RXN SMILES: [Al+3:2].[CH2:19]1[O:20][CH2:21][CH2:22][CH2:23]1.[H-:1].[H-:4].[H-:5].[H-:6].[Li+:3].[NH2:7][c:8]1[c:9]([Cl:16])[cH:10][c:11]([C:12]#[N:13])[cH:14][cH:15]1.[Na+:18].[OH-:17]>>[NH2:7][c:8]1[c:9]([Cl:16])[cH:10][c:11]([CH2:12][NH2:13])[cH:14][cH:15]1. The reactants are [H-].[Na+] (NaH), [N+](=O)([O-])C=1C=CC2=C(CCCC(N2)=O)C1 (7-nitro-1,3,4,5-tetrahydro-2H-1-benzazepin-2-one), IC (iodomethane). Run in CN(C)C=O (DMF). Run at time 15 minute. The product is CN1C(CCCC2=C1C=CC(=C2)[N+](=O)[O-])=O (1-methyl-7-nitro-1,3,4,5-tetrahydro-2H-1-benzazepin-2-one). Isolated yield 33.4%. Reaction SMILES: [H-].[Na+].[N+:3]([C:6]1[CH:7]=[CH:8][C:9]2[NH:15][C:14](=[O:16])[CH2:13][CH2:12][CH2:11][C:10]=2[CH:17]=1)([O-:5])=[O:4].I[CH3:19]>CN(C=O)C>[CH3:19][N:15]1[C:9]2[CH:8]=[CH:7][C:6]([N+:3]([O-:5])=[O:4])=[CH:17][C:10]=2[CH2:11][CH2:12][CH2:13][C:14]1=[O:16] |f:0.1|. Reported procedure: 202 mg of NaH (50%) are added to a solution of 771 mg of 7-nitro-1,3,4,5-tetrahydro-2H-1-benzazepin-2-one in 20 ml of DMF. The reaction medium is stirred for 15 minutes and then 583 mg of iodomethane are added. The mixture is stirred for 4 hours at ambient temperature and then run into ice-cold water and extracted with ethyl acetate. The organic phase is washed with a saturated sodium chloride solution, dried over magnesium sulfate, filtered and concentrated under reduced pressure. Purification ... Reactants: Cl.CN(C)C(CC(C)C)C1(CCC1)C1=CC=C(C=C1)Cl (N,N-dimethyl-1-[1-(4-chlorophenyl)cyclobutyl]-3-methylbutylamine hydrochloride), C1(=CC=CC=C1)C (toluene), CC(C)O (propan-2-ol). Run in O (Water). Reaction conditions: temperature 72 celsius, time 30 minute. Product: O.Cl.CN(C)C(CC(C)C)C1(CCC1)C1=CC=C(C=C1)Cl (N,N-dimethyl-1-[1-(4-chlorophenyl)cyclobutyl]-3-methylbutylamine hydrochloride monohydrate). Reaction SMILES: Cl.[CH3:2][N:3]([CH:5]([C:10]1([C:14]2[CH:19]=[CH:18][C:17]([Cl:20])=[CH:16][CH:15]=2)[CH2:13][CH2:12][CH2:11]1)[CH2:6][CH:7]([CH3:9])[CH3:8])[CH3:4].C1(C)C=CC=CC=1.CC([OH:31])C>O>[OH2:31].[ClH:20].[CH3:2][N:3]([CH:5]([C:10]1([C:14]2[CH:15]=[CH:16][C:17]([Cl:20])=[CH:18][CH:19]=2)[CH2:13][CH2:12][CH2:11]1)[CH2:6][CH:7]([CH3:9])[CH3:8])[CH3:4] |f:0.1,5.6.7|. Reported procedure: A sample (5 g) of N,N-dimethyl-1-[1-(4-chlorophenyl)cyclobutyl]-3-methylbutylamine hydrochloride was heated with a mixture of toluene (30 ml) and propan-2-ol (3 ml) to 90° C. and allowed to cool to 72° C. Water (0.9 ml) was added and the mixture cooled to 25° C. and then placed in an ice-water bath for 30 minutes. A solid was collected by filtration, washed with cold toluene and dried by suction at ambient temperature to give N,N-dimethyl-1-[1-(4-chlorophenyl)cyclobutyl]-3-methylbutylamine hydro... The reactants are C1(=CC=CC=C1)P(C1=CC=CC=C1)C1=CC=CC=C1 (triphenylphosphine), N(=NC(=O)OCC)C(=O)OCC (diethyl azodicarboxylate), C(C)(C)(C)OC(=O)N1[C@@H](CCC1)CO ((S)-1-t-Butoxycarbonyl-2-pyrrolidinemethanol), CC1=NC=CC=C1O (2-methyl-3-hydroxypyridine). The solvent is C1CCOC1 (THF). Run at temperature 0 celsius, time 30 minute. Yields the product CC1=NC=CC=C1OC[C@H]1N(CCC1)C(=O)OC(C)(C)C (2-methyl-3-((1-t-butoxycarbonyl-2-(S)-pyrrolidinyl)methoxy)pyridine). Isolated yield 49.8%. As a reaction SMILES: C1(P(C2C=CC=CC=2)C2C=CC=CC=2)C=CC=CC=1.N(C(OCC)=O)=NC(OCC)=O.[C:32]([O:36][C:37]([N:39]1[CH2:43][CH2:42][CH2:41][C@H:40]1[CH2:44][OH:45])=[O:38])([CH3:35])([CH3:34])[CH3:33].[CH3:46][C:47]1[C:52](O)=[CH:51][CH:50]=[CH:49][N:48]=1>C1COCC1>[CH3:46][C:47]1[C:52]([O:45][CH2:44][C@@H:40]2[CH2:41][CH2:42][CH2:43][N:39]2[C:37]([O:36][C:32]([CH3:35])([CH3:34])[CH3:33])=[O:38])=[CH:51][CH:50]=[CH:49][N:48]=1. Procedure details: To a solution of triphenylphosphine (3.83 g, 14.6 mmol) in 40 mL of anhydrous THF at 0° C. was added diethyl azodicarboxylate (2.30 mL, 14.6 mmol) dropwise. The mixture was stirred at 0° C. for 30 minutes, then brought to room temperature. (S)-1-t-Butoxycarbonyl-2-pyrrolidinemethanol (1.96 g, 9.75 mmol, Aldrich Chemical Co.) and 2-methyl-3-hydroxypyridine (Aldrich Chemical Co., 1.60 g, 14.6 mmol) were added to the reaction vessel, and the mixture was stirred for 16 hours. Solvent was removed in ... Starting materials: N1=C(C=CC=C1)C1=CC=C(C=C1)CC(=O)O ([4-(2-pyridyl)phenyl]acetic acid), O.ON1N=NC2=C1C=CC=C2 (1-hydroxy-1H-benzotriazole hydrate), CNC=1SC(=C(N1)C)S(=O)(=O)N (2-methylamino-4-methyl-1,3-thiazole-5-sulfonamide), Cl.CN(CCCN=C=NCC)C (N′-(3-dimethylaminopropyl)-N-ethylcarbodiimide hydrochloride). The solvent is CN(C=O)C (dimethylformamide). Conditions: time 18 hour. Product: NS(=O)(=O)C1=C(N=C(S1)N(C(CC1=CC=C(C=C1)C1=NC=CC=C1)=O)C)C (N-[5-(Aminosulfonyl)-4-methyl-1,3-thiazol-2-yl]-N-methyl-2-[4-(2-pyridyl)phenyl]acetamide). RXN SMILES: [N:1]1[CH:6]=[CH:5][CH:4]=[CH:3][C:2]=1[C:7]1[CH:12]=[CH:11][C:10]([CH2:13][C:14]([OH:16])=O)=[CH:9][CH:8]=1.O.ON1C2C=CC=CC=2N=N1.[CH3:28][NH:29][C:30]1[S:31][C:32]([S:36]([NH2:39])(=[O:38])=[O:37])=[C:33]([CH3:35])[N:34]=1.Cl.CN(C)CCCN=C=NCC>CN(C)C=O>[NH2:39][S:36]([C:32]1[S:31][C:30]([N:29]([CH3:28])[C:14](=[O:16])[CH2:13][C:10]2[CH:9]=[CH:8][C:7]([C:2]3[CH:3]=[CH:4][CH:5]=[CH:6][N:1]=3)=[CH:12][CH:11]=2)=[N:34][C:33]=1[CH3:35])(=[O:37])=[O:38] |f:1.2,4.5|. Procedure details: 300 mg (1.41 mmol) of [4-(2-pyridyl)phenyl]acetic acid and 190 mg (1.41 mmol) of 1-hydroxy-1H-benzotriazole hydrate are introduced into 4 ml of dimethylformamide at room temperature. 307 mg (1.48 mmol) of 2-methylamino-4-methyl-1,3-thiazole-5-sulfonamide and 284 mg (1.48 mmol) of N′-(3-dimethylaminopropyl)-N-ethylcarbodiimide hydrochloride are added, and the mixture is stirred at room temperature for 18 h. The solvent is then removed in vacuo, the residue is taken up in toluene, and the solvent ... Starting materials: C(C)(CC)C1CC(CC(C1)=O)=O (5-sec.-butyl-1,3-cyclohexanedione), ClC1=CC=C(C=C1)S(=O)(=O)N=C=O (p-chlorobenzenesulfonylisocyanate). Solvent: C1=CC=CC=C1 (benzene). Yields the product C(C)(CC)C1CC(C(C(C1)=O)C(NS(=O)(=O)C1=CC=C(C=C1)Cl)=O)=O (5-sec.-BUTYL-2-(N-p-CHLOROBENZENESULFONYLCARBAMOYL)-1,3-CYCLOHEXANEDIONE). As a reaction SMILES: [CH:1]([CH:5]1[CH2:10][C:9](=[O:11])[CH2:8][C:7](=[O:12])[CH2:6]1)([CH2:3][CH3:4])[CH3:2].[Cl:13][C:14]1[CH:19]=[CH:18][C:17]([S:20]([N:23]=[C:24]=[O:25])(=[O:22])=[O:21])=[CH:16][CH:15]=1>C1C=CC=CC=1>[CH:1]([CH:5]1[CH2:6][C:7](=[O:12])[CH:8]([C:24](=[O:25])[NH:23][S:20]([C:17]2[CH:16]=[CH:15][C:14]([Cl:13])=[CH:19][CH:18]=2)(=[O:22])=[O:21])[C:9](=[O:11])[CH2:10]1)([CH2:3][CH3:4])[CH3:2]. Procedure: Reaction of equimolar amounts of 5-sec.-butyl-1,3-cyclohexanedione with p-chlorobenzenesulfonylisocyanate in benzene according to the procedure of Example 1 affords 5-sec.-BUTYL-2-(N-p-CHLOROBENZENESULFONYLCARBAMOYL)-1,3-CYCLOHEXANEDIONE, m.p. 106°-107° C. (corr.).